This data is from the Open Reaction Database (ORD), a public repository of structured organic reaction records. The task is: describe an organic reaction: reactants, conditions, products, and yield The reactants are C(=O)([O-])[O-].[K+].[K+] (K2CO3), [N+](#[C-])CS(=O)(=O)C1=CC=C(C=C1)C (1-(isocyanomethylsulfonyl)-4-methylbenzene), C(=O)C=1C=C(C#N)C=CC1 (3-formylbenzonitrile). The solvent is CO (MeOH). Yields the product O1C=NC=C1C=1C=C(C#N)C=CC1 (3-(oxazol-5-yl)benzonitrile). The yield is 40.5%. As a reaction SMILES: C([O-])([O-])=O.[K+].[K+].[N+:7]([CH2:9]S(C1C=CC(C)=CC=1)(=O)=O)#[C-:8].[CH:20]([C:22]1[CH:23]=[C:24]([CH:27]=[CH:28][CH:29]=1)[C:25]#[N:26])=[O:21]>CO>[O:21]1[C:20]([C:22]2[CH:23]=[C:24]([CH:27]=[CH:28][CH:29]=2)[C:25]#[N:26])=[CH:9][N:7]=[CH:8]1 |f:0.1.2|. Procedure: MeOH (28 mL) was added to a round bottom flask containing K2CO3 (4.22 gm, 30.50 mmol), 1-(isocyanomethylsulfonyl)-4-methylbenzene (3.28 gm, 16.78 mmol), and 3-formylbenzonitrile (2.00 gm, 15.25 mmol). The reaction mixture was refluxed for 2 h. After this time, the mixture was concentrated under reduced pressure. The remaining residue was dissolved in water (50 ml). The aqueous solution was extract with EtOAc (50 ml). The EtOAc layer was washed with saturated aqueous NaCl (30 ml), dried over MgSO...